From a dataset of the Open Reaction Database (ORD), a public repository of structured organic reaction records. describe an organic reaction: reactants, conditions, products, and yield Reactants: CCO, N#CC=Cc1ccc(Cl)cc1, NO. The product is N=C(C=Cc1ccc(Cl)cc1)NO. Reaction SMILES: [CH3:14][CH2:15][OH:16].[Cl:1][c:2]1[cH:3][cH:4][c:5]([CH:8]=[CH:9][C:10]#[N:11])[cH:6][cH:7]1.[OH:12][NH2:13]>>[Cl:1][c:2]1[cH:3][cH:4][c:5]([CH:8]=[CH:9][C:10](=[NH:11])[NH:13][OH:12])[cH:6][cH:7]1.